This data is from the Open Reaction Database (ORD), a public repository of structured organic reaction records. The task is: describe an organic reaction: reactants, conditions, products, and yield Reactants: CN(C)CC=CC(=O)O, Fc1ccc(Nc2ncnc3sc4c(c23)CNC4)cc1Cl, Cl. Product: CN(C)CC=CC(=O)N1Cc2sc3ncnc(Nc4ccc(F)c(Cl)c4)c3c2C1. As a reaction SMILES: [CH3:23][N:24]([CH2:25][CH:26]=[CH:27][C:28](=[O:29])[OH:30])[CH3:31].[Cl:1][c:2]1[cH:3][c:4]([NH:9][c:10]2[c:11]3[c:12]([n:13][cH:14][n:15]2)[s:16][c:17]2[c:18]3[CH2:19][NH:20][CH2:21]2)[cH:5][cH:6][c:7]1[F:8].[ClH:22]>>[Cl:1][c:2]1[cH:3][c:4]([NH:9][c:10]2[c:11]3[c:12]([n:13][cH:14][n:15]2)[s:16][c:17]2[c:18]3[CH2:19][N:20]([C:28]([CH:27]=[CH:26][CH2:25][N:24]([CH3:23])[CH3:31])=[O:29])[CH2:21]2)[cH:5][cH:6][c:7]1[F:8]. Yield: 52.0%. Procedure details: Vinyl bromide, E-1,3-pentadiene, and morpholine reacted with one mole percent palladium acetate - two mole percent tri-o-tolylphosphine as catalyst in 17 hrs. at 100° C. to form 6-morpholino-1,4-heptadiene in 52% yield. (All yields hereinafter reported, except where otherwise noted, are of purified, isolated products.) In this instance a 3:1 ratio of diene to vinylic halide was used, it being found that better yields were obtained thereby than with the lower 1.25:1 ratio. The remainder of the pr... The reactants are C(=C)Br (Vinyl bromide), C=C\C=C\C (E-1,3-pentadiene), N1CCOCC1 (morpholine). The reagents and catalysts are C(C)(=O)[O-].[Pd+2].C(C)(=O)[O-] (palladium acetate), C1(=C(C=CC=C1)P(C1=C(C=CC=C1)C)C1=C(C=CC=C1)C)C (tri-o-tolylphosphine). Product: O1CCN(CC1)C(C=CCC=C)C (6-morpholino-1,4-heptadiene). Reaction SMILES: [CH:1](Br)=[CH2:2].[CH2:4]=[CH:5]/[CH:6]=[CH:7]/[CH3:8].[NH:9]1[CH2:14][CH2:13][O:12][CH2:11][CH2:10]1>C([O-])(=O)C.[Pd+2].C([O-])(=O)C.C1(C)C=CC=CC=1P(C1C=CC=CC=1C)C1C=CC=CC=1C>[O:12]1[CH2:13][CH2:14][N:9]([CH:1]([CH3:2])[CH:4]=[CH:5][CH2:6][CH:7]=[CH2:8])[CH2:10][CH2:11]1 |f:3.4.5|. Reactants: CC1=C(N=CN1)C(=O)N(C1=NC(=CC(=N1)C1=CC=C(C=C1)S(=O)(=O)C)C(F)(F)F)C ((5-methyl-1H-imidazol-4-yl)methyl[4-[4-(methylsulfonyl)phenyl]-6-(trifluoromethyl)pyrimidin-2yl]formamide). The solvent is C(C)O (ethanol), Cl (hydrochloric acid). Yields the product N (ammonia), CC1=C(N=CN1)CNC1=NC(=CC(=N1)C1=CC=C(C=C1)S(=O)(=O)C)C(F)(F)F (N-[(5-methyl-1H-imidazol-4-yl)methyl]-4-[4-(methylsulfonyl)phenyl]-6-(trifluoromethyl)pyrimidine-2-amine). Yield: 110.7%. Reaction SMILES: [CH3:1][C:2]1[NH:6][CH:5]=[N:4][C:3]=1[C:7]([N:9](C)[C:10]1[N:15]=[C:14]([C:16]2[CH:21]=[CH:20][C:19]([S:22]([CH3:25])(=[O:24])=[O:23])=[CH:18][CH:17]=2)[CH:13]=[C:12]([C:26]([F:29])([F:28])[F:27])[N:11]=1)=O>C(O)C.Cl>[NH3:4].[CH3:1][C:2]1[NH:6][CH:5]=[N:4][C:3]=1[CH2:7][NH:9][C:10]1[N:15]=[C:14]([C:16]2[CH:17]=[CH:18][C:19]([S:22]([CH3:25])(=[O:24])=[O:23])=[CH:20][CH:21]=2)[CH:13]=[C:12]([C:26]([F:29])([F:27])[F:28])[N:11]=1. Procedure details: A solution of crude (5-methyl-1H-imidazol-4-yl)methyl[4-[4-(methylsulfonyl)phenyl]-6-(trifluoromethyl)pyrimidin-2yl]formamide (0.27 g, 0.615 mmol) in ethanol (10 ml) and 2N hydrochloric acid (10 ml) was heated under reflux for 2 h. The solvents were then evaporated and the residue basified with 0.880 ammonia and extracted with DCM. The dried organic phase was evaporated onto silica gel and this mixture was purified on a silica gel SPE cartridge. Elution with DCM:ethanol:0.880 ammonia, 91:8:1, ga... Starting materials: BrCC1=C(C(=O)OCC)C=CN=C1Cl (ethyl 3-(bromomethyl)-2-chloroisonicotinate), Cl.CC=1C=C(C=CC1OCC(F)(F)F)CN ((3-methyl-4-(2,2,2-trifluoroethoxy)phenyl)methanamine hydrochloride). Product: ClC1=NC=CC2=C1CN(C2=O)CC2=CC(=C(C=C2)OCC(F)(F)F)C (4-chloro-2-(3-methyl-4-(2,2,2-trifluoroethoxy)benzyl)-2,3-dihydro-1H-pyrrolo[3,4-c]pyridin-1-one). Yield: 99.0%. RXN SMILES: Br[CH2:2][C:3]1[C:13]([Cl:14])=[N:12][CH:11]=[CH:10][C:4]=1[C:5]([O:7]CC)=O.Cl.[CH3:16][C:17]1[CH:18]=[C:19]([CH2:29][NH2:30])[CH:20]=[CH:21][C:22]=1[O:23][CH2:24][C:25]([F:28])([F:27])[F:26]>>[Cl:14][C:13]1[C:3]2[CH2:2][N:30]([CH2:29][C:19]3[CH:20]=[CH:21][C:22]([O:23][CH2:24][C:25]([F:26])([F:27])[F:28])=[C:17]([CH3:16])[CH:18]=3)[C:5](=[O:7])[C:4]=2[CH:10]=[CH:11][N:12]=1 |f:1.2|. Procedure details: The title compound is prepared in 99% yield (460 mg, white solid) from ethyl 3-(bromomethyl)-2-chloroisonicotinate (350 mg, 1.26 mmol) and (3-methyl-4-(2,2,2-trifluoroethoxy)phenyl)methanamine hydrochloride (353 mg, 1.38 mmol, Amine-34) in a similar manner to Intermediate-2. Reagents/catalysts: C=1C=CC(=CC1)/C=C/C(=O)/C=C/C2=CC=CC=C2.C=1C=CC(=CC1)/C=C/C(=O)/C=C/C2=CC=CC=C2.C=1C=CC(=CC1)/C=C/C(=O)/C=C/C2=CC=CC=C2.[Pd].[Pd] (tris(dibenzylideneacetone)dipalladium(0)). Reported procedure: In an analogous manner to general procedure B, 4-bromo-N-ethylbenzenesulfonamide (105 mg, 0.40 mmol), 5-cyano-1-methyl-1H-pyrrol-2-ylboronic acid (72 mg, 0.48 mmol), potassium fluoride (76 mg, 1.3 mmol), and tris(dibenzylideneacetone)dipalladium(0) (10 mg, 0.01 mmol) were placed in an oven dried flask under nitrogen and dry THF (1.0 mL) was added. Tri-t-butylphosphine (60 μL, 0.02 mmol, 10 wt % in hexane) was added and the reaction was stirred for 16 hours. 4-(5-cyano-1-methyl-1H-pyrrol-2-yl)-N-... As a reaction SMILES: Br[C:2]1[CH:7]=[CH:6][C:5]([S:8]([NH:11][CH2:12][CH3:13])(=[O:10])=[O:9])=[CH:4][CH:3]=1.[C:14]([C:16]1[N:20]([CH3:21])[C:19](B(O)O)=[CH:18][CH:17]=1)#[N:15].[F-].[K+].C(P(C(C)(C)C)C(C)(C)C)(C)(C)C>C1C=CC(/C=C/C(/C=C/C2C=CC=CC=2)=O)=CC=1.C1C=CC(/C=C/C(/C=C/C2C=CC=CC=2)=O)=CC=1.C1C=CC(/C=C/C(/C=C/C2C=CC=CC=2)=O)=CC=1.[Pd].[Pd]>[C:14]([C:16]1[N:20]([CH3:21])[C:19]([C:2]2[CH:7]=[CH:6][C:5]([S:8]([NH:11][CH2:12][CH3:13])(=[O:10])=[O:9])=[CH:4][CH:3]=2)=[CH:18][CH:17]=1)#[N:15] |f:2.3,5.6.7.8.9|. Reaction conditions: time 16 hour. Starting materials: C(C)(C)(C)P(C(C)(C)C)C(C)(C)C (Tri-t-butylphosphine), BrC1=CC=C(C=C1)S(=O)(=O)NCC (4-bromo-N-ethylbenzenesulfonamide), C(#N)C1=CC=C(N1C)B(O)O (5-cyano-1-methyl-1H-pyrrol-2-ylboronic acid), [F-].[K+] (potassium fluoride). The product is C(#N)C1=CC=C(N1C)C1=CC=C(C=C1)S(=O)(=O)NCC (4-(5-cyano-1-methyl-1H-pyrrol-2-yl)-N-ethylbenzenesulfonamide). The yield is 13.0%.